From a dataset of the Open Reaction Database (ORD), a public repository of structured organic reaction records. describe an organic reaction: reactants, conditions, products, and yield Starting materials: C(C)(=O)O[C@H]1[C@@H](O[C@@H]([C@H]([C@@H]1OC(C)=O)OC(C)=O)COC(C)=O)OC1=NNC(=C1CC1=C(C=C(C=C1)OCCC(NC(C)(C)C(=O)O)=O)C)C(C)C (3-(2,3,4,6-tetra-O-acetyl-β-D-glucopyranosyloxy)-4-[(4-{2-[1-carboxy-1-(methyl)ethyl-carbamoyl]ethoxy}-2-methylphenyl)methyl]-5-isopropyl-1H-pyrazole), OCCN1CCNCC1 (1-(2-hydroxyethyl)piperazine), NC(C(=O)N)(C)C (2-amino-2-methylpropionamide). Yields the product [C@@H]1([C@H](O)[C@@H](O)[C@H](O)[C@H](O1)CO)OC1=NNC(=C1CC1=C(C=C(C=C1)OCCC(NC(C)(C)C(=O)N1CCN(CC1)CCO)=O)C)C(C)C (3-(β-D-Glucopyranosyloxy)-4-[(4-{2-[1-{[4-(2-hydroxyethyl)-piperazin-1-yl]carbonyl}-1-(methyl)ethylcarbamoyl]ethoxy}-2-methylphenyl)methyl]-5-isopropyl-1H-pyrazole). As a reaction SMILES: C([O:4][C@@H:5]1[C@@H:10]([O:11]C(=O)C)[C@H:9]([O:15]C(=O)C)[C@@H:8]([CH2:19][O:20]C(=O)C)[O:7][C@H:6]1[O:24][C:25]1[C:29]([CH2:30][C:31]2[CH:36]=[CH:35][C:34]([O:37][CH2:38][CH2:39][C:40](=[O:48])[NH:41][C:42]([C:45](O)=[O:46])([CH3:44])[CH3:43])=[CH:33][C:32]=2[CH3:49])=[C:28]([CH:50]([CH3:52])[CH3:51])[NH:27][N:26]=1)(=O)C.[OH:53][CH2:54][CH2:55][N:56]1[CH2:61][CH2:60][NH:59][CH2:58][CH2:57]1.NC(C)(C)C(N)=O>>[C@@H:6]1([O:24][C:25]2[C:29]([CH2:30][C:31]3[CH:36]=[CH:35][C:34]([O:37][CH2:38][CH2:39][C:40](=[O:48])[NH:41][C:42]([C:45]([N:59]4[CH2:60][CH2:61][N:56]([CH2:55][CH2:54][OH:53])[CH2:57][CH2:58]4)=[O:46])([CH3:44])[CH3:43])=[CH:33][C:32]=3[CH3:49])=[C:28]([CH:50]([CH3:52])[CH3:51])[NH:27][N:26]=2)[O:7][C@H:8]([CH2:19][OH:20])[C@@H:9]([OH:15])[C@H:10]([OH:11])[C@H:5]1[OH:4]. Reported procedure: The title compound was prepared in a similar manner to that described in Example 78 using 3-(2,3,4,6-tetra-O-acetyl-β-D-glucopyranosyloxy)-4-[(4-{2-[1-carboxy-1-(methyl)ethyl-carbamoyl]ethoxy}-2-methylphenyl)methyl]-5-isopropyl-1H-pyrazole and 1-(2-hydroxyethyl)piperazine instead of 3-(2,3,4,6-tetra-O-acetyl-β-D-glucopyranosyloxy)-4-{[4-(2-carboxyethoxy)-2-methylphenyl]methyl}-5-isopropyl-1H-pyrazole and 2-amino-2-methylpropionamide, respectively. Starting materials: CCO, CSCc1noc(-c2cc(C(C)(C)C)c(O)c(C(C)(C)C)c2)n1, [Mg], O, O, O, O, O, O, O. Product: CC(C)(C)c1cc(-c2nc(CS(C)(=O)=O)no2)cc(C(C)(C)C)c1O. As a reaction SMILES: [CH3:32][CH2:33][OH:34].[CH3:8][C:9]([CH3:10])([CH3:11])[c:12]1[c:13]([OH:30])[c:14]([C:26]([CH3:27])([CH3:28])[CH3:29])[cH:15][c:16](-[c:18]2[n:19][c:20]([CH2:23][S:24][CH3:25])[n:21][o:22]2)[cH:17]1.[Mg:1].[OH2:2].[OH2:31].[OH2:3].[OH2:4].[OH2:5].[OH2:6].[OH2:7]>>[O:2]=[S:24](=[O:3])([CH2:23][c:20]1[n:19][c:18](-[c:16]2[cH:15][c:14]([C:26]([CH3:27])([CH3:28])[CH3:29])[c:13]([OH:30])[c:12]([C:9]([CH3:8])([CH3:10])[CH3:11])[cH:17]2)[o:22][n:21]1)[CH3:25]. Reactants: [OH-].[Na+] (NaOH), C(=O)([O-])[O-].[K+].[K+] (K2CO3), COC=1N=C2C(=CC=NC2=CC1)O (6-methoxy-[1,5]naphthyridin-4-ol), BrCC(=O)OCC (ethyl bromoacetate). Run in CS(=O)C (DMSO). Run at temperature 50 celsius, time 8 hour. Product: COC=1N=C2C(=CC=NC2=CC1)OCC(=O)O ((6-methoxy-[1,5]naphthyridin-4-yloxy)-acetic acid). Isolated yield 52.0%. RXN SMILES: C([O-])([O-])=O.[K+].[K+].[CH3:7][O:8][C:9]1[N:10]=[C:11]2[C:16](=[CH:17][CH:18]=1)[N:15]=[CH:14][CH:13]=[C:12]2[OH:19].Br[CH2:21][C:22]([O:24]CC)=[O:23].[OH-].[Na+]>CS(C)=O>[CH3:7][O:8][C:9]1[N:10]=[C:11]2[C:16](=[CH:17][CH:18]=1)[N:15]=[CH:14][CH:13]=[C:12]2[O:19][CH2:21][C:22]([OH:24])=[O:23] |f:0.1.2,5.6|. Procedure details: K2CO3 (785 mg, 1 eq.) was added to a suspension of 6-methoxy-[1,5]naphthyridin-4-ol (1 g, 5.7 mmol, WO 02/08224) in DMSO (7 mL). The mixture was vigorously stirred for 2.5 h after which ethyl bromoacetate was added dropwise. The resulting mixture was heated at 50° C. for 4 h. 2N NaOH (5 mL) was then added at 50° C. and stirring was continued at rt overnight. The mixture was quenched with water. AcOH was added and the mixture was extracted with DCM/MeOH 9:1. The org. layer was washed with water, ...